This data is from the Open Reaction Database (ORD), a public repository of structured organic reaction records. The task is: describe an organic reaction: reactants, conditions, products, and yield As a reaction SMILES: [C:1]([O:2][C:3](=[O:4])[NH:7][CH:8]([CH2:9][c:10]1[c:11](-[c:16]2[cH:17][cH:18][cH:19][cH:20][cH:21]2)[cH:12][cH:13][cH:14][cH:15]1)[C:22]([NH:23][CH2:24][CH2:25][CH2:26][CH:27]([CH2:28][OH:29])[N:30]([CH2:31][CH:32]([CH3:33])[CH3:34])[S:35](=[O:36])(=[O:37])[c:38]1[cH:39][cH:40][c:41]([NH2:44])[cH:42][cH:43]1)=[O:45])([CH3:5])([CH3:6])[CH3:46].[C:47]([O:48][C:49](=[O:50])[NH:51][CH:52]([C:53](=[O:54])[NH:55][CH2:56][CH2:57][CH2:58][CH2:59][CH:60]([N:61]([S:62]([c:63]1[cH:64][cH:65][c:66]([NH2:67])[cH:68][cH:69]1)(=[O:70])=[O:71])[CH2:72][CH:73]([CH3:74])[CH3:75])[CH2:76][OH:77])[CH2:78][c:79]1[cH:80][cH:81][c:82]2[c:83]([cH:84][cH:85][cH:86][cH:87]2)[cH:88]1)([CH3:89])([CH3:90])[CH3:91]>>[NH2:7][CH:8]([CH2:9][c:10]1[c:11](-[c:16]2[cH:17][cH:18][cH:19][cH:20][cH:21]2)[cH:12][cH:13][cH:14][cH:15]1)[C:22]([NH:23][CH2:24][CH2:25][CH2:26][CH:27]([CH2:28][OH:29])[N:30]([CH2:31][CH:32]([CH3:33])[CH3:34])[S:35](=[O:36])(=[O:37])[c:38]1[cH:39][cH:40][c:41]([NH2:44])[cH:42][cH:43]1)=[O:45]. Yields the product CC(C)CN(C(CO)CCCNC(=O)C(N)Cc1ccccc1-c1ccccc1)S(=O)(=O)c1ccc(N)cc1. The reactants are CC(C)CN(C(CO)CCCNC(=O)C(Cc1ccccc1-c1ccccc1)NC(=O)OC(C)(C)C)S(=O)(=O)c1ccc(N)cc1, CC(C)CN(C(CO)CCCCNC(=O)C(Cc1ccc2ccccc2c1)NC(=O)OC(C)(C)C)S(=O)(=O)c1ccc(N)cc1.